From a dataset of the Open Reaction Database (ORD), a public repository of structured organic reaction records. describe an organic reaction: reactants, conditions, products, and yield Reactants: O1CCOC12CCNCC2 (1,4-dioxa-8-azaspiro-[4.5]-decane), ClCCCC1=NOC2=C1C=CC(=C2)F (3-(3-chloropropyl)-6-fluoro-1,2-benzisoxazole), C([O-])([O-])=O.[K+].[K+] (potassium carbonate), [I-].[K+] (potassium iodide). Procedure details: A mixture of 15 g of 1,4-dioxa-8-azaspiro-[4.5]-decane, 25 g of 3-(3-chloropropyl)-6-fluoro-1,2-benzisoxazole, 29 g of potassium carbonate and a few crystals potassium iodide in 80 ml of dimethylformamide was stirred at 70°-75° C. for two hrs. The mixture was cooled, filtered and concentrated to an oil. The oil was stirred with water and extracted with ether. The organic extracts were washed with water (2x), saturated sodium chloride solution, dried over anhydrous magnesium sulfate, filtered and... Run in CN(C=O)C (dimethylformamide). Yields the product Cl.FC1=CC2=C(C(=NO2)CCCN2CCC3(OCCO3)CC2)C=C1 (8-[3-(6-Fluoro-1,2-benzisoxazol-3-yl)propyl]-1,4-dioxa-8-azaspiro[4,5]decane hydrochloride). Reaction SMILES: [O:1]1[C:5]2([CH2:10][CH2:9][NH:8][CH2:7][CH2:6]2)[O:4][CH2:3][CH2:2]1.[Cl:11][CH2:12][CH2:13][CH2:14][C:15]1[C:19]2[CH:20]=[CH:21][C:22]([F:24])=[CH:23][C:18]=2[O:17][N:16]=1.C(=O)([O-])[O-].[K+].[K+].[I-].[K+]>CN(C)C=O>[ClH:11].[F:24][C:22]1[CH:21]=[CH:20][C:19]2[C:15]([CH2:14][CH2:13][CH2:12][N:8]3[CH2:9][CH2:10][C:5]4([O:4][CH2:3][CH2:2][O:1]4)[CH2:6][CH2:7]3)=[N:16][O:17][C:18]=2[CH:23]=1 |f:2.3.4,5.6,8.9|. Starting materials: [Al+3], COc1cc(N2CCCCC2)c(Cl)cc1CC(=O)O, [H-], [H-], [H-], [H-], [Li+], C1CCOC1, O. The product is COc1cc(N2CCCCC2)c(Cl)cc1CCO. RXN SMILES: [Al+3:21].[Cl:1][c:2]1[c:3]([N:14]2[CH2:15][CH2:16][CH2:17][CH2:18][CH2:19]2)[cH:4][c:5]([O:12][CH3:13])[c:6]([CH2:8][C:9](=[O:10])[OH:11])[cH:7]1.[H-:20].[H-:23].[H-:24].[H-:25].[Li+:22].[O:27]1[CH2:28][CH2:29][CH2:30][CH2:31]1.[OH2:26]>>[Cl:1][c:2]1[c:3]([N:14]2[CH2:15][CH2:16][CH2:17][CH2:18][CH2:19]2)[cH:4][c:5]([O:12][CH3:13])[c:6]([CH2:8][CH2:9][OH:10])[cH:7]1. Reactants: [N+](=O)([O-])C=1C=C2CC3(CC2=CC1)NC(NC3=O)=O ((±)-5′-nitro-spiro[imidazolidine-4,2′-indane]-2,5-dione), [N+](=O)([O-])C=1C=C2CC3(CC2=CC1)NC(NC3=O)=O ((±)-5′-nitro-spiro[imidazolidine-4,2′-indane]-2,5-dione), COC1=CC=C(CO)C=C1 (4-methoxybenzyl alcohol), N(=NC(=O)OCC)C(=O)OCC (diethyl azodicarboxylate), C1(=CC=CC=C1)P(C1=CC=CC=C1)C1=CC=CC=C1 (triphenylphosphine). Run in C1CCOC1 (THF). Run at time 3 day. The product is COC1=CC=C(CN2C(NC3(CC4=CC=C(C=C4C3)[N+](=O)[O-])C2=O)=O)C=C1 ((±)-1-(4-Methoxybenzyl)-5′-nitro-spiro[imidazolidine-4,2′-indane]-2,5-dione). Reaction SMILES: [N+:1]([C:4]1[CH:5]=[C:6]2[C:10](=[CH:11][CH:12]=1)[CH2:9][C:8]1([C:16](=[O:17])[NH:15][C:14](=[O:18])[NH:13]1)[CH2:7]2)([O-:3])=[O:2].[CH3:19][O:20][C:21]1[CH:28]=[CH:27][C:24]([CH2:25]O)=[CH:23][CH:22]=1.N(C(OCC)=O)=NC(OCC)=O.C1(P(C2C=CC=CC=2)C2C=CC=CC=2)C=CC=CC=1>C1COCC1>[CH3:19][O:20][C:21]1[CH:28]=[CH:27][C:24]([CH2:25][N:15]2[C:16](=[O:17])[C:8]3([CH2:7][C:6]4[C:10](=[CH:11][CH:12]=[C:4]([N+:1]([O-:3])=[O:2])[CH:5]=4)[CH2:9]3)[NH:13][C:14]2=[O:18])=[CH:23][CH:22]=1. Reported procedure: A mixture of (±)-5′-nitro-spiro[imidazolidine-4,2′-indane]-2,5-dione (1.4 g, 5.66 mmol, described in Intermediate 6), 4-methoxybenzyl alcohol (0.94 g, 6.80 mmol), diethyl azodicarboxylate (1.48 g, 8.49 mmol), and triphenylphosphine (2.23 g, 8.49 mmol) in THF (15 mL) was stirred at ambient temperature for 3 days. The solvent was removed under reduced pressure and the residue was partitioned between saturated aqueous NaHCO3 (15 mL) and CH2Cl2 (50 mL). The organic layer was dried (Na2SO4), filtered... Starting materials: CCOC(=O)C1(CCOC)CCNCC1, ClCCl, CN(C)c1ccncc1, O=S(=O)(Cl)N1CCOCC1. Reaction SMILES: [CH2:1]([CH3:2])[O:3][C:4](=[O:5])[C:6]1([CH2:12][CH2:13][O:14][CH3:15])[CH2:7][CH2:8][NH:9][CH2:10][CH2:11]1.[CH2:26]([Cl:27])[Cl:28].[CH3:29][N:30]([c:31]1[cH:32][cH:33][n:34][cH:35][cH:36]1)[CH3:37].[O:16]1[CH2:17][CH2:18][N:19]([S:22](=[O:23])(=[O:24])[Cl:25])[CH2:20][CH2:21]1>>[CH2:1]([CH3:2])[O:3][C:4](=[O:5])[C:6]1([CH2:12][CH2:13][O:14][CH3:15])[CH2:7][CH2:8][N:9]([S:22]([N:19]2[CH2:18][CH2:17][O:16][CH2:21][CH2:20]2)(=[O:23])=[O:24])[CH2:10][CH2:11]1. Yields the product CCOC(=O)C1(CCOC)CCN(S(=O)(=O)N2CCOCC2)CC1. Starting materials: C(CC)NC1=NC(=NC(=N1)NCCC)N(OC)C (N-(4,6-Bis-n-propylamino-[1,3,5]-triazin-2-yl)-N,O-dimethyl-hydroxylamine), P(O)(O)(O)=O (phosphoric acid). Run in C(C)#N (acetonitrile). Run at time 2 day. Product: P(O)(O)(O)=O.C(CC)NC1=NC(=NC(=N1)NCCC)N(OC)C (N-(4,6-Bis-n-propylamino-[1,3,5]triazin-2-yl)-N,O-dimethyl-hydroxylamine Phosphoric Acid Salt). Reaction SMILES: [CH2:1]([NH:4][C:5]1[N:10]=[C:9]([NH:11][CH2:12][CH2:13][CH3:14])[N:8]=[C:7]([N:15]([CH3:18])[O:16][CH3:17])[N:6]=1)[CH2:2][CH3:3].[P:19](=[O:23])([OH:22])([OH:21])[OH:20]>C(#N)C>[P:19](=[O:20])([OH:23])([OH:22])[OH:21].[CH2:1]([NH:4][C:5]1[N:10]=[C:9]([NH:11][CH2:12][CH2:13][CH3:14])[N:8]=[C:7]([N:15]([CH3:18])[O:16][CH3:17])[N:6]=1)[CH2:2][CH3:3] |f:3.4|. Procedure: To (XXXV) in acetonitrile at ambient temperature were added two molar equivalents of phosphoric acid. The mixture was stirred for 2 days, then the solid that was formed was collected by filtration and dried on the filter under a nitrogen stream (Phosphoric Acid Salt Form A; FIG. 27). The yield is 40.0%. The product is Cl.CNC12CC(C(CC1)C2)O (1-methylamino-3-hydroxy-norbornane Hydrochloride), solid. Procedure details: 0.4 g of A3 are dissolved in 4 ml of ethanol and mixed at room temperature with 4 ml of 15% HCl in ethanol. After concentrating by evaporation on a rotary evaporator, a white solid is obtained (0.44 g), which is recrystallised from 2 ml of isopropanol. The title compound A4 is thus obtained as a white solid (0.2 g, 40%). Melting point 154° C. 1H-NMR (400 Hz, DMSOd6) δ: 1.13 (1H); 1.38 (3H); 2.05 (2H); 2.25 (1H); 2.52 (3H); 3.43 (1H); 4.35 (1H); 5.92 (1H); 8.57 (2H). Solvent: C(C)O (ethanol), C(C)O (ethanol). The reactants are Cl (HCl), CNC12CC(C(CC1)C2)O (1-methylamino-3-hydroxy-norbornane). Reaction SMILES: [CH3:1][NH:2][C:3]12[CH2:9][CH:6]([CH2:7][CH2:8]1)[CH:5]([OH:10])[CH2:4]2.[ClH:11]>C(O)C>[ClH:11].[CH3:1][NH:2][C:3]12[CH2:9][CH:6]([CH2:7][CH2:8]1)[CH:5]([OH:10])[CH2:4]2 |f:3.4|. Starting materials: C1=NC=CC2=CC=CC(=C12)N (isoquinolin-8-amine), ClC(C(=O)Cl)(Cl)Cl (trichloroacetylchloride). The product is ClC(C(=O)NC=1C=CC=C2C=CN=CC12)(Cl)Cl (2,2,2-trichloro-N-isoquinolin-8-ylacetamide). As a reaction SMILES: [CH:1]1[C:10]2[C:5](=[CH:6][CH:7]=[CH:8][C:9]=2[NH2:11])[CH:4]=[CH:3][N:2]=1.[Cl:12][C:13]([Cl:18])([Cl:17])[C:14](Cl)=[O:15]>>[Cl:12][C:13]([Cl:18])([Cl:17])[C:14]([NH:11][C:9]1[CH:8]=[CH:7][CH:6]=[C:5]2[C:10]=1[CH:1]=[N:2][CH:3]=[CH:4]2)=[O:15]. Procedure: The product from Example 57C and trichloroacetylchloride were processed as described in Example 1A to provide the title compound.